This data is from the Open Reaction Database (ORD), a public repository of structured organic reaction records. The task is: describe an organic reaction: reactants, conditions, products, and yield The reactants are C(#N)CC1CN(CCOC1C1=CC(=C(C=C1)Cl)Cl)C(=O)OC(C)(C)C (tert-butyl (6RS,7RS)-6-(cyanomethyl)-7-(3,4-dichlorophenyl)-1,4-oxazepane-4-carboxylate), Cl.C(C)O (hydrogen chloride ethanol). Solvent: C(C)(=O)OCC (ethyl acetate). Conditions: time 18 hour. The product is Cl.ClC=1C=C(C=CC1Cl)C1C(CNCCO1)CC#N ([(6RS,7RS)-7-(3,4-dichlorophenyl)-1,4-oxazepan-6-yl]acetonitrile monohydrochloride). Isolated yield 171.5%. Reaction SMILES: [C:1]([CH2:3][CH:4]1[CH:10]([C:11]2[CH:16]=[CH:15][C:14]([Cl:17])=[C:13]([Cl:18])[CH:12]=2)[O:9][CH2:8][CH2:7][N:6](C(OC(C)(C)C)=O)[CH2:5]1)#[N:2].Cl.C(O)C>C(OCC)(=O)C>[ClH:17].[Cl:18][C:13]1[CH:12]=[C:11]([CH:10]2[O:9][CH2:8][CH2:7][NH:6][CH2:5][CH:4]2[CH2:3][C:1]#[N:2])[CH:16]=[CH:15][C:14]=1[Cl:17] |f:1.2,4.5|. Procedure: To a solution of tert-butyl (6RS,7RS)-6-(cyanomethyl)-7-(3,4-dichlorophenyl)-1,4-oxazepane-4-carboxylate (88 mg) in ethyl acetate (0.5 mL) was added 2 N hydrogen chloride-ethanol solution (3 ml), and the mixture was stirred at room temperature for 18 hr. The reaction mixture was crystallized from ethyl acetate and diisopropyl ether to give the title compound (63 mg). Reactants: C(C)(C)(C)NC1=NC2=C(C=CC=C2C(N1CCOC)=O)I (2-(tert-butylamino)-8-iodo-3-(2-methoxyethyl)quinazolin-4(3H)-one), IC=1C=CC=C2C(N(C(=NC12)SC)CCOCCOC)=O (8-iodo-3-(2-(2-methoxyethoxyl)ethyl)-2-(methyl-thio)quinazolin-4(3H)-one). Yields the product C(C)(C)(C)NC1=NC2=C(C=CC=C2C(N1CCOCCOC)=O)I (2-(tert-butylamino)-8-iodo-3-(2-(2-methoxy-ethoxy)ethyl)quinazolin-4(3H)-one). As a reaction SMILES: [C:1]([NH:5][C:6]1[N:15]([CH2:16][CH2:17][O:18][CH3:19])[C:14](=[O:20])[C:13]2[C:8](=[C:9]([I:21])[CH:10]=[CH:11][CH:12]=2)[N:7]=1)([CH3:4])([CH3:3])[CH3:2].IC1C=CC=C2C=1N=C(SC)N(C[CH2:36][O:37][CH2:38]COC)C2=O>>[C:1]([NH:5][C:6]1[N:15]([CH2:16][CH2:17][O:18][CH2:19][CH2:36][O:37][CH3:38])[C:14](=[O:20])[C:13]2[C:8](=[C:9]([I:21])[CH:10]=[CH:11][CH:12]=2)[N:7]=1)([CH3:4])([CH3:2])[CH3:3]. Reported procedure: This compound (0.33 g, 0.74 mmol) was prepared according to the procedures described for Intermediate 715, starting from 8-iodo-3-(2-(2-methoxyethoxyl)ethyl)-2-(methylthio)quinazolin-4(3H)-one (716b; 0.79 g, 1.87 mmol). 1H NMR (400 MHz, CDCl3) δ ppm 8.08 (ddd, J=14.43, 7.68, 1.56 Hz, 2H), 6.84 (t, J=7.73 Hz, 1H), 6.20 (s, 1H), 4.19-4.25 (m, 2H), 3.81-3.86 (m, 2H), 3.60-3.65 (m, 2H), 3.51-3.56 (m, 2H), 3.35 (s, 3H), 1.61 (s, 9H). m/z (ESI, +ve ion) 446.0 (M+H)+. The reactants are ClC=1C=CC=C2C=C(NC12)B1OC(C(O1)(C)C)(C)C (7-chloro-2-(4,4,5,5-tetramethyl-[1,3,2]dioxaborolan-2-yl)-1H-indole), C(C)C=1C=CC=C2C=CNC12 (7-ethyl-1H-indole). Yields the product C(C)C=1C=CC=C2C=C(NC12)B1OC(C(O1)(C)C)(C)C (7-Ethyl-2-(4,4,5,5-tetramethyl-[1,3,2]dioxaborolan-2-yl)-1H-indole). Reaction SMILES: Cl[C:2]1[CH:3]=[CH:4][CH:5]=[C:6]2[C:10]=1[NH:9][C:8]([B:11]1[O:15][C:14]([CH3:17])([CH3:16])[C:13]([CH3:19])([CH3:18])[O:12]1)=[CH:7]2.[CH2:20](C1C=CC=C2C=1NC=C2)[CH3:21]>>[CH2:20]([C:2]1[CH:3]=[CH:4][CH:5]=[C:6]2[C:10]=1[NH:9][C:8]([B:11]1[O:15][C:14]([CH3:17])([CH3:16])[C:13]([CH3:19])([CH3:18])[O:12]1)=[CH:7]2)[CH3:21]. Procedure details: Prepared according to a procedure analogous to that described for 7-chloro-2-(4,4,5,5-tetramethyl-[1,3,2]dioxaborolan-2-yl)-1H-indole using 7-ethyl-1H-indole.